This data is from the Open Reaction Database (ORD), a public repository of structured organic reaction records. The task is: describe an organic reaction: reactants, conditions, products, and yield Reactants: C(#N)[BH3-].[Na+] (Sodium cyanoborohydride), CO.Cl (MeOH HCl), BrC=1C=CC(=C(C(=O)NCC=NO)C1)Cl (5-bromo-2-chloro-N-(2-hydroxyimino-ethyl)-benzamide), CN(C)C=1C=CC(=CC1)N=NC=2C=CC(=CC2)S(=O)(=O)O (methyl orange), CO.Cl (MeOH HCl). Run in CO (MeOH), CO (MeOH). Conditions: time 2 hour. The product is BrC=1C=CC(=C(C(=O)NCCN(O)C=O)C1)Cl (5-Bromo-2-chloro-N-[2-(N-formyl-N-hydroxy-amino)-ethyl]-benzamide). Yield: 35.0%. As a reaction SMILES: [Br:1][C:2]1[CH:3]=[CH:4][C:5]([Cl:15])=[C:6]([CH:14]=1)[C:7]([NH:9][CH2:10][CH:11]=[N:12][OH:13])=[O:8].CN(C1C=CC(N=NC2C=CC(S(O)(=O)=O)=CC=2)=CC=1)C.[CH3:37][OH:38].Cl.C([BH3-])#N.[Na+]>CO>[Br:1][C:2]1[CH:3]=[CH:4][C:5]([Cl:15])=[C:6]([CH:14]=1)[C:7]([NH:9][CH2:10][CH2:11][N:12]([CH:37]=[O:38])[OH:13])=[O:8] |f:2.3,4.5|. Procedure: To a solution of 5-bromo-2-chloro-N-(2-hydroxyimino-ethyl)-benzamide (2 g, 6.9 mmol) in MeOH (75 mL) under an argon atmosphere at 0° C. was added methyl orange (trace) followed by a saturated solution of MeOH/HCl until a persistent red color was observed. Sodium cyanoborohydride (0.52 g, 8.2 mmol) was dissolved in MeOH (10 mL) and was added sequentially with saturated MeOH/HCl over 0.5 h. The reaction mixture was stirred an additional 2 h and the MeOH was removed in vacuo. The residue was basidi... Starting materials: COC(=O)c1ccc(Br)nc1, C1CCOC1, CCCCc1noc(C=Cc2ccccc2)c1CO, [H-], [Na+]. Product: CCCCc1noc(C=Cc2ccccc2)c1COc1ccc(C(=O)OC)cn1. Reaction SMILES: [Br:22][c:23]1[n:24][cH:25][c:26]([C:27](=[O:28])[O:29][CH3:30])[cH:31][cH:32]1.[CH2:33]1[O:34][CH2:35][CH2:36][CH2:37]1.[CH2:3]([CH2:4][CH2:5][CH3:6])[c:7]1[n:8][o:9][c:10]([CH:14]=[CH:15][c:16]2[cH:17][cH:18][cH:19][cH:20][cH:21]2)[c:11]1[CH2:12][OH:13].[H-:1].[Na+:2]>>[CH2:3]([CH2:4][CH2:5][CH3:6])[c:7]1[n:8][o:9][c:10]([CH:14]=[CH:15][c:16]2[cH:17][cH:18][cH:19][cH:20][cH:21]2)[c:11]1[CH2:12][O:13][c:23]1[n:24][cH:25][c:26]([C:27](=[O:28])[O:29][CH3:30])[cH:31][cH:32]1. Starting materials: BrCCCCCCO (6-Bromo-1-hexanol), N1=CC=C(C=C1)C (4-picoline). Run in C(C)O (ethanol). Run at time 36 hour. The product is [Br-].OCCCCCC[N+]1=CC=C(C=C1)C (N-(6-hydoxyhexyl)-4-picolinium bromide). Yield: 100.0%. Reaction SMILES: [Br:1][CH2:2][CH2:3][CH2:4][CH2:5][CH2:6][CH2:7][OH:8].[N:9]1[CH:14]=[CH:13][C:12]([CH3:15])=[CH:11][CH:10]=1>C(O)C>[Br-:1].[OH:8][CH2:7][CH2:6][CH2:5][CH2:4][CH2:3][CH2:2][N+:9]1[CH:14]=[CH:13][C:12]([CH3:15])=[CH:11][CH:10]=1 |f:3.4|. Reported procedure: 6-Bromo-1-hexanol (27.61 mmol), 4-picoline (30.07 mmol) and absolute ethanol (16 mL) were added to a 3-neck, round-bottomed flask, and were heated at reflux The reaction was stopped after 36 hours. The solvent was removed under vacuum and the residue was washed with diethyl ether (4×100 ml), after which any remaining solvent was removed by vacuum. The product was obtained as an orange-yellow viscous liquid in a 100% yield. 1H NMR (400 MHz, DMSO-d6): δ 9.01 (2H, d, J=6.4 Hz), 8.02 (2H, d, J=6.4 H... Reactants: O=C(O)C(=O)O, CN(C)Cc1ccc(CS)o1, CNC(=C[N+](=O)[O-])NCCCl, [K+], [OH-], O. The product is CNC(=C[N+](=O)[O-])NCCSCc1ccc(CN(C)C)o1. As a reaction SMILES: [C:1]([OH:2])(=[O:3])[C:4]([OH:5])=[O:6].[CH3:7][N:8]([CH3:9])[CH2:10][c:11]1[cH:12][cH:13][c:14]([CH2:16][SH:17])[o:15]1.[Cl:18][CH2:19][CH2:20][NH:21][C:22](=[CH:23][N+:24](=[O:25])[O-:26])[NH:27][CH3:28].[K+:30].[OH-:29].[OH2:31]>>[CH3:7][N:8]([CH3:9])[CH2:10][c:11]1[cH:12][cH:13][c:14]([CH2:16][S:17][CH2:19][CH2:20][NH:21][C:22](=[CH:23][N+:24](=[O:25])[O-:26])[NH:27][CH3:28])[o:15]1. Starting materials: COc1cc(Br)c(Cl)cc1Cl, O=C([O-])[O-], C1COCCO1, Cc1cnc(Cl)nc1N, [Cs+], [Cs+]. Product: COc1cc(Nc2nc(Cl)ncc2C)c(Cl)cc1Cl. As a reaction SMILES: [Br:10][c:11]1[c:12]([Cl:20])[cH:13][c:14]([Cl:19])[c:15]([O:17][CH3:18])[cH:16]1.[C:21](=[O:22])([O-:23])[O-:24].[CH2:27]1[O:28][CH2:29][CH2:30][O:31][CH2:32]1.[Cl:1][c:2]1[n:3][cH:4][c:5]([CH3:9])[c:6]([NH2:8])[n:7]1.[Cs+:25].[Cs+:26]>>[Cl:1][c:2]1[n:3][cH:4][c:5]([CH3:9])[c:6]([NH:8][c:11]2[c:12]([Cl:20])[cH:13][c:14]([Cl:19])[c:15]([O:17][CH3:18])[cH:16]2)[n:7]1. The reactants are BrC1=CC(=CC=2C=C(OC21)CN2C(C1=CC=CC=C1C2=O)=O)Cl (2-[(7-bromo-5-chloro-1-benzofuran-2-yl)methyl]-1H-isoindole-1,3(2H)-dione), dichlorobis(tro-o-tolylphosphine)palladium(II), C([O-])([O-])=O.[K+].[K+] (potassium carbonate), C1(=CC=CC=C1)B(O)O (phenylboronic acid). The solvent is O1CCOCC1 (dioxane), O (water). Reaction conditions: temperature 90 celsius, time 1 hour. Product: ClC=1C=C(C2=C(C=C(O2)CN2C(C3=CC=CC=C3C2=O)=O)C1)C1=CC=CC=C1 (2-[(5-chloro-7-phenyl-1-benzofuran-2-yl)methyl]-1H-isoindole-1,3(2H)-dione). Yield: 85.0%. Reaction SMILES: Br[C:2]1[C:10]2[O:9][C:8]([CH2:11][N:12]3[C:20](=[O:21])[C:19]4[C:14](=[CH:15][CH:16]=[CH:17][CH:18]=4)[C:13]3=[O:22])=[CH:7][C:6]=2[CH:5]=[C:4]([Cl:23])[CH:3]=1.C(=O)([O-])[O-].[K+].[K+].[C:30]1(B(O)O)[CH:35]=[CH:34][CH:33]=[CH:32][CH:31]=1>O1CCOCC1.O>[Cl:23][C:4]1[CH:3]=[C:2]([C:30]2[CH:35]=[CH:34][CH:33]=[CH:32][CH:31]=2)[C:10]2[O:9][C:8]([CH2:11][N:12]3[C:20](=[O:21])[C:19]4[C:14](=[CH:15][CH:16]=[CH:17][CH:18]=4)[C:13]3=[O:22])=[CH:7][C:6]=2[CH:5]=1 |f:1.2.3|. Procedure details: To a suspension of the 2-[(7-bromo-5-chloro-1-benzofuran-2-yl)methyl]-1H-isoindole-1,3(2H)-dione (0.500 g, 1.28 mmol), dichlorobis(tro-o-tolylphosphine)palladium(II) (0.101 g, 0.128 mmol), and potassium carbonate (0.531 g, 3.84 mmol) in dioxane (20 mL) and water (1 mL) heated to 90° C. was added phenylboronic acid (0.390 g, 3.20 mmol) and the reaction allowed to stir for 1 h. The reaction was cooled to room temperature, filtered (celite), and the solvent removed in vacuo to provide a crude resid... Reactants: CCCO, C1CCOC1, [Li]CCCC, COc1ccc2ncc(F)cc2c1, CN(C)C=O. The product is COc1ccc2ncc(F)c(C=O)c2c1. Reaction SMILES: [CH2:24]([OH:25])[CH2:26][CH3:27].[CH2:28]1[O:29][CH2:30][CH2:31][CH2:32]1.[CH3:1][CH2:2][CH2:3][CH2:4][Li:5].[F:6][c:7]1[cH:8][n:9][c:10]2[cH:11][cH:12][c:13]([O:17][CH3:18])[cH:14][c:15]2[cH:16]1.[O:19]=[CH:20][N:21]([CH3:22])[CH3:23]>>[F:6][c:7]1[cH:8][n:9][c:10]2[cH:11][cH:12][c:13]([O:17][CH3:18])[cH:14][c:15]2[c:16]1[CH:20]=[O:19]. The solvent is O1CCCC1 (tetrahydrofuran), O1CCCC1 (tetrahydrofuran), O1CCCC1 (tetrahydrofuran), CN1C(N(CCC1)C)=O (1,3-dimethyl-3,4,5,6-tetrahydro- -2-(1H)-pyrimidone). Reactants: solution, C[Si]([N-][Si](C)(C)C)(C)C.[Li+] (lithium hexamethyldisilazide), C(C1=CC=CC=C1)[C@@H]1N(C(OC1)=O)C(CC(C)C)=O (4(S)-benzyl-3-isovaleroyl-oxazolidin-2-one), [Cl-].[NH4+] (ammonium chloride), BrCC=CCBr (1,4-dibromo-2-butene). RXN SMILES: C[Si](C)(C)[N-][Si](C)(C)C.[Li+].[CH2:11]([C@H:18]1[CH2:22][O:21][C:20](=[O:23])[N:19]1[C:24](=[O:29])[CH2:25][CH:26]([CH3:28])[CH3:27])[C:12]1[CH:17]=[CH:16][CH:15]=[CH:14][CH:13]=1.Br[CH2:31][CH:32]=[CH:33][CH2:34]Br.[Cl-].[NH4+:37]>O1CCCC1.CN1CCCN(C)C1=O>[CH2:11]([C@H:18]1[CH2:22][O:21][C:20](=[O:23])[N:19]1[C:24](=[O:29])[C@H:25]([CH:26]([CH3:27])[CH3:28])[CH2:31]/[CH:32]=[CH:33]/[CH2:34][C@@H:25]([CH:26]([CH3:28])[CH3:27])[C:24]([N:37]1[C@@H:18]([CH2:11][C:12]2[CH:17]=[CH:16][CH:15]=[CH:14][CH:13]=2)[CH2:22][O:21][C:20]1=[O:23])=[O:29])[C:12]1[CH:13]=[CH:14][CH:15]=[CH:16][CH:17]=1 |f:0.1,4.5|. Yields the product C(C1=CC=CC=C1)[C@@H]1N(C(OC1)=O)C([C@@H](C\C=C\C[C@H](C(=O)N1C(OC[C@@H]1CC1=CC=CC=C1)=O)C(C)C)C(C)C)=O (trans- 1,8-bis [4(S)-benzyl-2-oxo-oxazolidin-3-yl]-2(S),7(S)-diisopropyl-oct-4-ene-1,8-dione). Procedure: With stirring at -75° C., 48 ml of a 1.0M solution of lithium hexamethyldisilazide in tetrahydrofuran are added dropwise in the course of 1 hour to a solution of 11.5 g of 4(S)-benzyl-3-isovaleroyl-oxazolidin-2-one in 32 ml of tetrahydrofuran. The reaction mixture is stirred further for 2 hours at -75° C. and for 20 minutes at -20° C., then 10 ml of 1,3-dimethyl-3,4,5,6-tetrahydro- -2-(1H)-pyrimidone (DMPU) and, in the course of 45 minutes, a solution of 4.28 g of 1,4-dibromo-2-butene in 10 ml o... Run at temperature -75 celsius, time 15 minute. The reactants are C(C)(C)(C)OC(NC1CCC(CC1)NC=1C=2N(C=CN1)C(=CN2)C2=NC(=CC=C2)NC(CCNC(=O)OC(C)(C)C)C2=CC=CC=C2)=O ((4-{3-[6-(3-tert-butoxycarbonylamino-1-phenyl-propylamino)-pyridin-2-yl]-imidazo[1,2-a]pyrazin-8-ylamino}-cyclohexyl)-carbamic acid tert-butyl ester). Solvent: C(C)O (ethanol), Cl (HCl). Conditions: time 8 hour. The product is NCCC(C1=CC=CC=C1)NC1=CC=CC(=N1)C1=CN=C2N1C=CN=C2NC2CCC(CC2)N (N-{3-[6-(3-amino-1-phenyl-propylamino)-pyridin-2-yl]-imidazo[1,2-a]pyrazin-8-yl}-cyclohexane-1,4-diamine). Reaction SMILES: C(OC(=O)[NH:7][CH:8]1[CH2:13][CH2:12][CH:11]([NH:14][C:15]2[C:16]3[N:17]([C:21]([C:24]4[CH:29]=[CH:28][CH:27]=[C:26]([NH:30][CH:31]([C:42]5[CH:47]=[CH:46][CH:45]=[CH:44][CH:43]=5)[CH2:32][CH2:33][NH:34]C(OC(C)(C)C)=O)[N:25]=4)=[CH:22][N:23]=3)[CH:18]=[CH:19][N:20]=2)[CH2:10][CH2:9]1)(C)(C)C>C(O)C.Cl>[NH2:34][CH2:33][CH2:32][CH:31]([NH:30][C:26]1[N:25]=[C:24]([C:21]2[N:17]3[CH:18]=[CH:19][N:20]=[C:15]([NH:14][CH:11]4[CH2:12][CH2:13][CH:8]([NH2:7])[CH2:9][CH2:10]4)[C:16]3=[N:23][CH:22]=2)[CH:29]=[CH:28][CH:27]=1)[C:42]1[CH:43]=[CH:44][CH:45]=[CH:46][CH:47]=1. Procedure details: The mixture of (4-{3-[6-(3-tert-butoxycarbonylamino-1-phenyl-propylamino)-pyridin-2-yl]-imidazo[1,2-a]pyrazin-8-ylamino}-cyclohexyl)-carbamic acid tert-butyl ester (250 mg, 0.38 mmol) in ethanol (4 mL) and concentrated HCl (4 mL) was stirred at room temperature overnight. The reaction mixture was then concentrated under reduced pressure. The residue was purified by preparative-HPLC to give N-{3-[6-(3-amino-1-phenyl-propylamino)-pyridin-2-yl]-imidazo[1,2-a]pyrazin-8-yl}-cyclohexane-1,4-diamine; h... Reactants: FC1=C(C(=O)OC(C)(C)C)C=C(C=C1)[N+](=O)[O-] (t-butyl 2-fluoro-5-nitrobenzoate), O (water), C(#N)C=1C=C2C=CC(=CC2=CC1)O (6-cyano-2-naphthol), C([O-])([O-])=O.[K+].[K+] (potassium carbonate). Run in CN(C=O)C (N,N-dimethylformamide). Product: C(#N)C=1C=C2C=CC(=CC2=CC1)OC1=C(C(=O)OC(C)(C)C)C=C(C=C1)[N+](=O)[O-] (t-butyl 2-(6-cyano-2-naphthyloxy)-5-nitrobenzoate). Reaction SMILES: F[C:2]1[CH:14]=[CH:13][C:12]([N+:15]([O-:17])=[O:16])=[CH:11][C:3]=1[C:4]([O:6][C:7]([CH3:10])([CH3:9])[CH3:8])=[O:5].[C:18]([C:20]1[CH:21]=[C:22]2[C:27](=[CH:28][CH:29]=1)[CH:26]=[C:25]([OH:30])[CH:24]=[CH:23]2)#[N:19].C(=O)([O-])[O-].[K+].[K+].O>CN(C)C=O>[C:18]([C:20]1[CH:21]=[C:22]2[C:27](=[CH:28][CH:29]=1)[CH:26]=[C:25]([O:30][C:2]1[CH:14]=[CH:13][C:12]([N+:15]([O-:17])=[O:16])=[CH:11][C:3]=1[C:4]([O:6][C:7]([CH3:10])([CH3:9])[CH3:8])=[O:5])[CH:24]=[CH:23]2)#[N:19] |f:2.3.4|. Reported procedure: The compound (t-butyl 2-fluoro-5-nitrobenzoate) (1.74 g) obtained in a previous production example, 6-cyano-2-naphthol (1.86 g) and potassium carbonate (8.2 g) were heated to 50° C. in N,N-dimethylformamide and reacted for 2 hours. After cooling to room temperature, water was added and extraction was performed with ethyl acetate. The ethyl acetate layer was washed with saturated saline and dried over magnesium sulfate, and the solvent was distilled off. The residue was purified by silica gel chr...